This data is from the Open Reaction Database (ORD), a public repository of structured organic reaction records. The task is: describe an organic reaction: reactants, conditions, products, and yield RXN SMILES: [CH2:1]([O:3][C:4](=[O:47])[C:5]1[CH:10]=[CH:9][CH:8]=[CH:7][C:6]=1[C:11]1[C:20]2[CH2:21][N:22]([CH2:25][C:26]3[CH:31]=[CH:30][C:29]([F:32])=[CH:28][CH:27]=3)[C:23](=[O:24])[C:19]=2[C:18]([O:33]C(C2C=CC=CC=2)C2C=CC=CC=2)=[C:17]2[C:12]=1[CH:13]=[CH:14][CH:15]=[N:16]2)[CH3:2].[F:48][C:49]([F:54])([F:53])[C:50]([OH:52])=[O:51].C([SiH](CC)CC)C>ClCCl>[CH2:1]([O:3][C:4](=[O:47])[C:5]1[CH:10]=[CH:9][CH:8]=[CH:7][C:6]=1[C:11]1[C:20]2[CH2:21][N:22]([CH2:25][C:26]3[CH:27]=[CH:28][C:29]([F:32])=[CH:30][CH:31]=3)[C:23](=[O:24])[C:19]=2[C:18]([OH:33])=[C:17]2[C:12]=1[CH:13]=[CH:14][CH:15]=[N:16]2)[CH3:2].[C:50]([OH:52])([C:49]([F:54])([F:53])[F:48])=[O:51]. Starting materials: C(C)OC(C1=C(C=CC=C1)C1=C2C=CC=NC2=C(C2=C1CN(C2=O)CC2=CC=C(C=C2)F)OC(C2=CC=CC=C2)C2=CC=CC=C2)=O (2-[9-benzhydryloxy-7-(4-fluoro-benzyl)-8-oxo-7,8-dihydro-6H-pyrrolo[3,4-g]quinolin-5-yl]-benzoic acid ethyl ester), FC(C(=O)O)(F)F (trifluoroacetic acid), C(C)[SiH](CC)CC (triethylsilane). Procedure details: To a solution of 281 dissolved in dichloromethane (2 mL) was added trifluoroacetic acid (200 μl) and triethylsilane (400 μl). The reaction mixture was stirred at room temperature for ½ hours under an inert atmosphere then concentrated in vacuo. The residue was triturated with diethyl ether/hexane (1/1) to afford 2-[7-(4-fluoro-benzyl)-9-hydroxy-8-oxo-7,8-dihydro-6H-pyrrolo[3,4-g]quinolin-5-yl]-benzoic acid ethyl ester 282, TFA salt, (2.5 mg) as a yellow solid: 1H NMR (CD3OD) δ 8.9 (d, 1H), 8.0 (... The solvent is ClCCl (dichloromethane). Product: C(C)OC(C1=C(C=CC=C1)C1=C2C=CC=NC2=C(C2=C1CN(C2=O)CC2=CC=C(C=C2)F)O)=O (2-[7-(4-fluoro-benzyl)-9-hydroxy-8-oxo-7,8-dihydro-6H-pyrrolo[3,4-g]quinolin-5-yl]-benzoic acid ethyl ester), C(=O)(C(F)(F)F)O (TFA). Conditions: time 0.5 hour.